Dataset: the Open Reaction Database (ORD), a public repository of structured organic reaction records. Task: describe an organic reaction: reactants, conditions, products, and yield Starting materials: NN1SC(=CN1)C=1N(C(=CN1)[N+](=O)[O-])C (2-(2-amino-5-thiadiazolyl)-1-methyl-5-nitroimidazole), C(C)(=O)OC(C)=O (acetic anhydride). Yields the product C(C)(=O)NN1SC(=CN1)C=1N(C(=CN1)[N+](=O)[O-])C (2-(2-Acetamido-5-thiadiazolyl)-1-methyl-5-nitroimidazole). Reaction SMILES: [NH2:1][N:2]1[NH:6][CH:5]=[C:4]([C:7]2[N:8]([CH3:15])[C:9]([N+:12]([O-:14])=[O:13])=[CH:10][N:11]=2)[S:3]1.[C:16](OC(=O)C)(=[O:18])[CH3:17]>>[C:16]([NH:1][N:2]1[NH:6][CH:5]=[C:4]([C:7]2[N:8]([CH3:15])[C:9]([N+:12]([O-:14])=[O:13])=[CH:10][N:11]=2)[S:3]1)(=[O:18])[CH3:17]. Procedure: The above compound is prepared by heating under reflux for 30 minutes a mixture of 14 gm. of 2-(2-amino-5-thiadiazolyl)-1-methyl-5-nitroimidazole in 280 ml. of acetic anhydride. The mixture is evaporated to dryness, and the solid residue is washed thoroughly with ether giving 16.4 gm. of a yellow solid having a melting point of 235° C. (decomposition). The reactants are ice water, FC1=CC2=C(C(=NO2)C2CCNCC2)C=C1 (4-(6-fluoro-1,2-benzisoxazol-3-yl)piperidine), ClCCC=1C=C2CC(NC2=CC1)=O (5-(2-chloroethyl)oxindole), C(=O)([O-])[O-].[Na+].[Na+] (Na2CO3). Run in CN(C)C=O (DMF). Run at temperature 90 celsius. Product: FC1=CC2=C(C(=NO2)C2CCN(CC2)CCC=2C=C3CC(NC3=CC2)=O)C=C1 (5-(2-(4-(6-Fluoro-1,2-benzisoxazol-3-yl)-1-piperidinyl)ethyl)oxindole). Reaction SMILES: [F:1][C:2]1[CH:16]=[CH:15][C:5]2[C:6]([CH:9]3[CH2:14][CH2:13][NH:12][CH2:11][CH2:10]3)=[N:7][O:8][C:4]=2[CH:3]=1.Cl[CH2:18][CH2:19][C:20]1[CH:21]=[C:22]2[C:26](=[CH:27][CH:28]=1)[NH:25][C:24](=[O:29])[CH2:23]2.C([O-])([O-])=O.[Na+].[Na+]>CN(C=O)C>[F:1][C:2]1[CH:16]=[CH:15][C:5]2[C:6]([CH:9]3[CH2:10][CH2:11][N:12]([CH2:18][CH2:19][C:20]4[CH:21]=[C:22]5[C:26](=[CH:27][CH:28]=4)[NH:25][C:24](=[O:29])[CH2:23]5)[CH2:13][CH2:14]3)=[N:7][O:8][C:4]=2[CH:3]=1 |f:2.3.4|. Reported procedure: Under N2 a mixture of 4-(6-fluoro-1,2-benzisoxazol-3-yl)piperidine V (2.0 g, 9.08 mmol), 5-(2-chloroethyl)oxindole (0.95 g, 10 mmol), Na2CO3 (1.06 g, 10 mmol) and KI (1.0 g, 6.0 mmol) in 45 ml dry DMF was heated at 90° C. for 72 hours. The reaction mixture was then poured over 150 ml ice/water, stirred, and filtered to give 3.04 g of brown solids. Chromatography on silica gel (230-400 mesh), eluting with 95% EtOAc: 5% triethylamine provided clean product, 0.645 g (19%), light brown solid, m.p. 1...